This data is from the Open Reaction Database (ORD), a public repository of structured organic reaction records. The task is: describe an organic reaction: reactants, conditions, products, and yield Product: O=C(Cl)OC1CCCC1. As a reaction SMILES: [CH2:28]1[O:29][CH2:30][CH2:31][CH2:32]1.[CH2:2]1[O:3][CH2:4][CH2:5][O:6][CH2:7]1.[CH3:18][c:19]1[cH:20][cH:21][cH:22][cH:23][cH:24]1.[Cl:14][C:15]([Cl:16])=[O:17].[Cl:25][CH2:26][Cl:27].[ClH:1].[OH:8][CH:9]1[CH2:10][CH2:11][CH2:12][CH2:13]1>>[O:8]([CH:9]1[CH2:10][CH2:11][CH2:12][CH2:13]1)[C:15]([Cl:14])=[O:17]. The reactants are C1CCOC1, C1COCCO1, Cc1ccccc1, O=C(Cl)Cl, ClCCl, Cl, OC1CCCC1. Reactants: C(C)(C)(C)OC(=O)NC1=CC=C(C=C1)C(CC(CC1CCN(CC1)CC1=CC=CC=C1)O)=O (N-t-butoxycarbonyl-4-[4-(1-benzylpiperidin-4-yl)-3-hydroxybutanoyl]aniline), FC(C(=O)O)(F)F (trifluoroacetic acid). The solvent is ClCCl (dichloromethane). The product is C(C1=CC=CC=C1)N1CCC(CC1)CC(CC(=O)C1=CC=C(N)C=C1)O.FC(C(=O)[O-])(F)F (4-[4-(1-benzylpiperidin-4-yl)-3-hydroxybutanoyl]aniline·trifluoroacetate). Reaction SMILES: C(OC([NH:8][C:9]1[CH:14]=[CH:13][C:12]([C:15](=[O:33])[CH2:16][CH:17]([OH:32])[CH2:18][CH:19]2[CH2:24][CH2:23][N:22]([CH2:25][C:26]3[CH:31]=[CH:30][CH:29]=[CH:28][CH:27]=3)[CH2:21][CH2:20]2)=[CH:11][CH:10]=1)=O)(C)(C)C.[F:34][C:35]([F:40])([F:39])[C:36]([OH:38])=[O:37]>ClCCl>[CH2:25]([N:22]1[CH2:23][CH2:24][CH:19]([CH2:18][CH:17]([OH:32])[CH2:16][C:15]([C:12]2[CH:13]=[CH:14][C:9]([NH2:8])=[CH:10][CH:11]=2)=[O:33])[CH2:20][CH2:21]1)[C:26]1[CH:31]=[CH:30][CH:29]=[CH:28][CH:27]=1.[F:34][C:35]([F:40])([F:39])[C:36]([O-:38])=[O:37] |f:3.4|. Reported procedure: 50 ml of dichloromethane was added to 4.55 g of N-t-butoxycarbonyl-4-[4-(1-benzylpiperidin-4-yl)-3-hydroxybutanoyl]aniline, and trifluoroacetic acid was added to the mixture at room temperature until no foaming occurred. Then, the solvent was removed by distillation under reduced pressure, and the obtained residue was applied to silica gel column chromatography to obtain 1.21 g of the title compound as white powder.